This data is from the Open Reaction Database (ORD), a public repository of structured organic reaction records. The task is: describe an organic reaction: reactants, conditions, products, and yield Starting materials: S(O)(O)(=O)=O (sulfuric acid), S(=O)(=O)(O)[O-].[Na+] (sodium hydrogen sulfate), [OH-].[Cr+3].[OH-].[OH-] (chromium hydroxide). The product is S(=O)(=O)([O-])[O-].[Cr+3].S(=O)(=O)([O-])[O-].S(=O)(=O)([O-])[O-].[Cr+3] (chromium sulfate). RXN SMILES: [S:1](=[O:5])(=[O:4])([OH:3])[OH:2].[S:6]([O-:10])([OH:9])(=[O:8])=[O:7].[Na+].[OH-].[Cr+3:13].[OH-].[OH-]>>[S:1]([O-:5])([O-:4])(=[O:3])=[O:2].[Cr+3:13].[S:6]([O-:10])([O-:9])(=[O:8])=[O:7].[S:1]([O-:5])([O-:4])(=[O:3])=[O:2].[Cr+3:13] |f:1.2,3.4.5.6,7.8.9.10.11|. Procedure details: A process, as claimed in claim 4, wherein sulfuric acid or sodium hydrogen sulfate is added to the chromium hydroxide obtained, to form chromium sulfate. Starting materials: Cc1nc(N2CCc3ccccc3C2)nc(C)c1N(C(=O)CC(C)(C)C)C(=O)CC(C)(C)C, CO, [NH4+], [OH-]. The product is Cc1nc(N2CCc3ccccc3C2)nc(C)c1NC(=O)CC(C)(C)C. RXN SMILES: [CH2:3]1[N:4]([c:13]2[n:14][c:15]([CH3:35])[c:16]([N:20]([C:21]([CH2:22][C:23]([CH3:24])([CH3:25])[CH3:26])=[O:27])[C:28](=[O:29])[CH2:30][C:31]([CH3:32])([CH3:33])[CH3:34])[c:17]([CH3:19])[n:18]2)[CH2:5][CH2:6][c:7]2[cH:8][cH:9][cH:10][cH:11][c:12]21.[CH3:36][OH:37].[NH4+:1].[OH-:2]>>[CH2:3]1[N:4]([c:13]2[n:14][c:15]([CH3:35])[c:16]([NH:20][C:21]([CH2:22][C:23]([CH3:24])([CH3:25])[CH3:26])=[O:27])[c:17]([CH3:19])[n:18]2)[CH2:5][CH2:6][c:7]2[cH:8][cH:9][cH:10][cH:11][c:12]21. Reactants: COC1=CC2=C(C(=CO2)CCI)C=C1 (2-(6-methoxy-1-benzofuran-3-yl)ethyl iodide), CC=1C=C2C=CC=NC2=C(C1)N1CCNCC1 (6-methyl-8-piperazino quinoline). The product is COC1=CC2=C(C(=CO2)CCN2CCN(CC2)C=2C=C(C=C3C=CC=NC23)C)C=C1 (8-{4-[2-(6-methoxy-1-benzofuran-3-yl)ethyl]-1-piperazinyl}-6-methyl-quinoline), oil. Isolated yield 52.0%. As a reaction SMILES: [CH3:1][O:2][C:3]1[CH:14]=[CH:13][C:6]2[C:7]([CH2:10][CH2:11]I)=[CH:8][O:9][C:5]=2[CH:4]=1.[CH3:15][C:16]1[CH:17]=[C:18]2[C:23](=[C:24]([N:26]3[CH2:31][CH2:30][NH:29][CH2:28][CH2:27]3)[CH:25]=1)[N:22]=[CH:21][CH:20]=[CH:19]2>>[CH3:1][O:2][C:3]1[CH:14]=[CH:13][C:6]2[C:7]([CH2:10][CH2:11][N:29]3[CH2:30][CH2:31][N:26]([C:24]4[CH:25]=[C:16]([CH3:15])[CH:17]=[C:18]5[C:23]=4[N:22]=[CH:21][CH:20]=[CH:19]5)[CH2:27][CH2:28]3)=[CH:8][O:9][C:5]=2[CH:4]=1. Procedure details: 8-{4-[2-(6-methoxy-1-benzofuran-3-yl)ethyl]-1-piperazinyl}-6-methyl-quinoline was prepared by generally following the procedure outlined in example 9, step 6, starting from the step of 2-(6-methoxy-1-benzofuran-3-yl)ethyl iodide (301 mg, 1 mmol) and 6-methyl-8-piperazino quinoline (227 mg, 1 mmol). The product was purified by silica-gel column chromatography by initially eluting it with 80% ethyl acetate:hexane and then with 5% methanol:ethyl acetate, yielding a brown oil Yield: 210 mg (52%); (M...